This data is from the Open Reaction Database (ORD), a public repository of structured organic reaction records. The task is: describe an organic reaction: reactants, conditions, products, and yield The reactants are COc1cc(OCc2ccccc2)ccc1C=O, CCOC(=O)CP(=O)(OCC)OCC. Product: CCOC(=O)C=Cc1ccc(OCc2ccccc2)cc1OC. As a reaction SMILES: [CH2:1]([c:2]1[cH:3][cH:4][cH:5][cH:6][cH:7]1)[O:8][c:9]1[cH:10][c:11]([O:17][CH3:18])[c:12]([CH:13]=[O:14])[cH:15][cH:16]1.[CH3:19][CH2:20][O:21][C:22](=[O:23])[CH2:24][P:25]([O:26][CH2:27][CH3:28])([O:29][CH2:30][CH3:31])=[O:32]>>[CH2:1]([c:2]1[cH:3][cH:4][cH:5][cH:6][cH:7]1)[O:8][c:9]1[cH:10][c:11]([O:17][CH3:18])[c:12]([CH:13]=[CH:24][C:22]([O:21][CH2:20][CH3:19])=[O:23])[cH:15][cH:16]1.